This data is from the Open Reaction Database (ORD), a public repository of structured organic reaction records. The task is: describe an organic reaction: reactants, conditions, products, and yield Reactants: Clc1ccc(C(Cl)Cl)cn1, ClCc1ccc(Cl)nc1. The product is Cc1ccc(Cl)nc1, Clc1ccc(C(Cl)Cl)cn1. RXN SMILES: [Cl:10][CH:11]([c:12]1[cH:13][cH:14][c:15]([Cl:18])[n:16][cH:17]1)[Cl:19].[Cl:1][CH2:2][c:3]1[cH:4][cH:5][c:6]([Cl:9])[n:7][cH:8]1>>[CH3:2][c:3]1[cH:4][cH:5][c:6]([Cl:9])[n:7][cH:8]1.[Cl:10][CH:11]([c:12]1[cH:13][cH:14][c:15]([Cl:18])[n:16][cH:17]1)[Cl:19].